From a dataset of the Open Reaction Database (ORD), a public repository of structured organic reaction records. describe an organic reaction: reactants, conditions, products, and yield Starting materials: Brc1cccc(C2OCCO2)c1, C1CCOC1, [Cl-], O=Cc1cccc(C(F)(F)F)c1, [Mg], [NH4+]. Product: OC(c1cccc(C2OCCO2)c1)c1cccc(C(F)(F)F)c1. As a reaction SMILES: [Br:1][c:2]1[cH:3][c:4]([CH:8]2[O:9][CH2:10][CH2:11][O:12]2)[cH:5][cH:6][cH:7]1.[CH2:28]1[O:29][CH2:30][CH2:31][CH2:32]1.[Cl-:26].[F:14][C:15]([c:16]1[cH:17][c:18]([CH:19]=[O:20])[cH:21][cH:22][cH:23]1)([F:24])[F:25].[Mg:13].[NH4+:27]>>[c:2]1([CH:19]([c:18]2[cH:17][c:16]([C:15]([F:14])([F:24])[F:25])[cH:23][cH:22][cH:21]2)[OH:20])[cH:3][c:4]([CH:8]2[O:9][CH2:10][CH2:11][O:12]2)[cH:5][cH:6][cH:7]1. Reactants: C(C1=CC=CC=C1)OC=1C=C2C(=NNC2=CC1)CC(=O)O ((5-benzyloxy-1H-indazol-3-yl)-acetic acid), C(C)(=O)[O-].[Na+] (sodium acetate), O (water), C(C)(=O)OCC (ethyl acetate). Run in C(C)(=O)OC(C)=O (acetic anhydride). Reaction conditions: temperature 130 celsius, time 3 hour. Product: C(C1=CC=CC=C1)OC=1C=C2C(=NN(C2=CC1)C(C)=O)CC(C)=O (1-[5-Benzyloxy-3-(2-oxopropyl)indazol-1-yl]-ethanone). Reaction SMILES: [CH2:1]([O:8][C:9]1[CH:10]=[C:11]2[C:15](=[CH:16][CH:17]=1)[NH:14][N:13]=[C:12]2[CH2:18][C:19]([OH:21])=O)[C:2]1[CH:7]=[CH:6][CH:5]=[CH:4][CH:3]=1.[C:22]([O-:25])(=O)[CH3:23].[Na+].O.[C:28](OCC)(=O)C>C(OC(=O)C)(=O)C>[CH2:1]([O:8][C:9]1[CH:10]=[C:11]2[C:15](=[CH:16][CH:17]=1)[N:14]([C:22](=[O:25])[CH3:23])[N:13]=[C:12]2[CH2:18][C:19](=[O:21])[CH3:28])[C:2]1[CH:3]=[CH:4][CH:5]=[CH:6][CH:7]=1 |f:1.2|. Reported procedure: A mixture of (5-benzyloxy-1H-indazol-3-yl)-acetic acid (2 g, 7.08 mmol) and sodium acetate (0.99 g, 12 mmol) in acetic anhydride (6 ml) was stirred at 130° C. for 3 h. After cooling, water (15 ml) and ethyl acetate (15 ml) were added to the reaction mixture. The aqueous layer was separated and extracted with ethyl acetate (2×15 ml). The combined extracts were washed with saturated aqueous NaHCO3 (2×20 ml) and saturated aqueous NaCl (20 ml), dried (MgSO4), and evaporated to a residue which was pu... Reactants: Cc1ccc2cccc(OCc3c(Cl)ccc(N(C)C(=O)CNC(=O)CBr)c3Cl)c2n1, O=C([O-])[O-], CN(C)C=O, [K+], [K+], O=[N+]([O-])c1ccc(N2CCNCC2)cc1, O. Product: Cc1ccc2cccc(OCc3c(Cl)ccc(N(C)C(=O)CNC(=O)CN4CCN(c5ccc([N+](=O)[O-])cc5)CC4)c3Cl)c2n1. As a reaction SMILES: [Br:1][CH2:2][C:3](=[O:4])[NH:5][CH2:6][C:7](=[O:8])[N:9]([CH3:10])[c:11]1[c:12]([Cl:31])[c:13]([CH2:14][O:15][c:16]2[cH:17][cH:18][cH:19][c:20]3[cH:21][cH:22][c:23]([CH3:26])[n:24][c:25]23)[c:27]([Cl:30])[cH:28][cH:29]1.[C:47](=[O:48])([O-:49])[O-:50].[CH3:54][N:55]([CH3:56])[CH:57]=[O:58].[K+:51].[K+:52].[N+:32](=[O:33])([O-:34])[c:35]1[cH:36][cH:37][c:38]([N:41]2[CH2:42][CH2:43][NH:44][CH2:45][CH2:46]2)[cH:39][cH:40]1.[OH2:53]>>[CH2:2]([C:3](=[O:4])[NH:5][CH2:6][C:7](=[O:8])[N:9]([CH3:10])[c:11]1[c:12]([Cl:31])[c:13]([CH2:14][O:15][c:16]2[cH:17][cH:18][cH:19][c:20]3[cH:21][cH:22][c:23]([CH3:26])[n:24][c:25]23)[c:27]([Cl:30])[cH:28][cH:29]1)[N:44]1[CH2:43][CH2:42][N:41]([c:38]2[cH:37][cH:36][c:35]([N+:32](=[O:33])[O-:34])[cH:40][cH:39]2)[CH2:46][CH2:45]1. Starting materials: CN1C=CC2=CC=CC(=C12)C (1,7-dimethylindole), CN(C)CCN(C)C (TMEDA), C(CCC)[Li] (n-butyllithium), solution, CN(C)C=O (DMF), [NH4+].[Cl-] (NH4Cl). Run in C(C)OCC (diethyl ether), hexanes. Conditions: time 8 hour. Product: CN1C(=CC2=CC=CC(=C12)C)CNC ((1,7-dimethyl-1H-indol-2-ylmethyl)methylamine). Isolated yield 42.5%. RXN SMILES: [CH3:1][N:2]1[C:10]2[C:5](=[CH:6][CH:7]=[CH:8][C:9]=2[CH3:11])[CH:4]=[CH:3]1.[CH3:12][N:13](CCN(C)C)[CH3:14].C([Li])CCC.CN(C=O)C.[NH4+].[Cl-]>C(OCC)C>[CH3:1][N:2]1[C:10]2[C:5](=[CH:6][CH:7]=[CH:8][C:9]=2[CH3:11])[CH:4]=[C:3]1[CH2:12][NH:13][CH3:14] |f:4.5|. Reported procedure: To a solution of 1,7-dimethylindole (2.85 g, 19.6 mmol) and TMEDA (3.3 mL, 21.6 mmol) in diethyl ether (30 mL) at −30° C. under N2 was added n-butyllithium (13.5 mL of a 1.6 M solution in hexanes, 21.6 mmol) dropwise. The resulting orange solution was heated to reflux for 1 h and then DMF (4.6 mL, 58.8 mmol) was added in one portion. The solution was stirred at room temperature overnight. Saturated aqueous NH4Cl solution was added and the mixture was then extracted with ethyl acetate (3×150 mL)....